This data is from the Open Reaction Database (ORD), a public repository of structured organic reaction records. The task is: describe an organic reaction: reactants, conditions, products, and yield The reactants are FC1=CC=C(C=C1)C=1C=2C(N=C(C1C1=CC=NC=C1)C1=CC=C(C=C1)F)=NN(C2)CCN2C(C=1C(C2=O)=CC=CC1)=O (4,6-Bis(4-fluorophenyl)-2-(2-phthalimidoethyl)-5-(4-pyridyl)pyrazolo[3,4-b]pyridine), O.NN (hydrazine monohydrate), O (water), CCOC(=O)C (EtOAc). The solvent is CCO (EtOH). Yields the product NCCN1N=C2N=C(C(=C(C2=C1)C1=CC=C(C=C1)F)C1=CC=NC=C1)C1=CC=C(C=C1)F (2-(2-Aminoethyl)-4,6-bis(4-fluorophenyl)-5-(4-pyridyl)pyrazolo[3,4-b]pyridine). Isolated yield 66.7%. Reaction SMILES: [F:1][C:2]1[CH:7]=[CH:6][C:5]([C:8]2[C:9]3[C:10](=[N:27][N:28]([CH2:30][CH2:31][N:32]4C(=O)C5=CC=CC=C5C4=O)[CH:29]=3)[N:11]=[C:12]([C:20]3[CH:25]=[CH:24][C:23]([F:26])=[CH:22][CH:21]=3)[C:13]=2[C:14]2[CH:19]=[CH:18][N:17]=[CH:16][CH:15]=2)=[CH:4][CH:3]=1.O.NN.O.CCOC(C)=O>CCO>[NH2:32][CH2:31][CH2:30][N:28]1[CH:29]=[C:9]2[C:10]([N:11]=[C:12]([C:20]3[CH:21]=[CH:22][C:23]([F:26])=[CH:24][CH:25]=3)[C:13]([C:14]3[CH:19]=[CH:18][N:17]=[CH:16][CH:15]=3)=[C:8]2[C:5]2[CH:6]=[CH:7][C:2]([F:1])=[CH:3][CH:4]=2)=[N:27]1 |f:1.2|. Procedure details: To a solution of 4,6-bis(4-fluorophenyl)-2-(2-phthalimidoethyl)-5-(4-pyridyl)pyrazolo[3,4-b]pyridine (0.09 g, 0.2 mmol, obtained in example 89) in EtOH (2 mL), hydrazine monohydrate (0.02 g, 0.3 mmol) was added and the mixture was heated to reflux for 3 h. A mixture of water and EtOAc was added. The phases were separated. The aqueous phase was extracted with EtOAc. The organic phase was dried over Na2SO4 and concentrated to dryness. The crude product obtained was purified by chromatography on si... Run in O (water). The product is C(C1=CC=CC=C1)OCCO (ethylene glycol monobenzyl ether). Reported procedure: A mixture of 156.75 g of dry ethylene glycol and 64.37 g of 87.2% potassium hydroxide is warmed and stirred until a complete solution. The mixture is then stirred in a 90° C. oil bath and 130.51 g of benzyl chloride is added dropwise over 2 hours. This mixture is then stirred at 130° C. for 2 hours, cooled and 500 ml of water added. The oil is extracted twice with ether. The extracts are combined and evaporated. The residue is distilled, giving 83.2 g of ethylene glycol monobenzyl ether. Reaction SMILES: [CH2:1]([OH:4])[CH2:2][OH:3].[OH-].[K+].[CH2:7](Cl)[C:8]1[CH:13]=[CH:12][CH:11]=[CH:10][CH:9]=1>O>[CH2:7]([O:3][CH2:2][CH2:1][OH:4])[C:8]1[CH:13]=[CH:12][CH:11]=[CH:10][CH:9]=1 |f:1.2|. Yield: 53.0%. The reactants are C(CO)O (ethylene glycol), [OH-].[K+] (potassium hydroxide), C(C1=CC=CC=C1)Cl (benzyl chloride). The product is C1(CC1)COC1=NC=C(C(=O)O)C=C1F (6-(cyclopropylmethoxy)-5-fluoronicotinic Acid). Reported procedure: A mixture of methyl 6-(cyclopropylmethoxy)-5-fluoronicotinate (1.75 g), THF (15 mL), methanol (1.7 mL) and 2 M aqueous lithium hydroxide solution (7.8 mL) was stirred at room temperature for 20 min. The reaction mixture was neutralized with 1 M hydrochloric acid at 0° C., and the mixture was extracted with ethyl acetate. The organic layer was washed with saturated brine, and dried over anhydrous magnesium sulfate, and the solvent was evaporated under reduced pressure, and the obtained solid was ... As a reaction SMILES: [CH:1]1([CH2:4][O:5][C:6]2[C:15]([F:16])=[CH:14][C:9]([C:10]([O:12]C)=[O:11])=[CH:8][N:7]=2)[CH2:3][CH2:2]1.C1COCC1.[OH-].[Li+].Cl>CO>[CH:1]1([CH2:4][O:5][C:6]2[C:15]([F:16])=[CH:14][C:9]([C:10]([OH:12])=[O:11])=[CH:8][N:7]=2)[CH2:3][CH2:2]1 |f:2.3|. Starting materials: Cl (hydrochloric acid), C1(CC1)COC1=NC=C(C(=O)OC)C=C1F (methyl 6-(cyclopropylmethoxy)-5-fluoronicotinate), C1CCOC1 (THF), [OH-].[Li+] (lithium hydroxide). Yield: 73.7%. Run in CO (methanol). Reaction conditions: time 20 minute. Reactants: CCOC(C)=O, O=C(c1sc2cc(O)c(O)cc2c1Cl)N1CCOCC1, ClCCl, O, O=[N+]([O-])O. The product is O=C(c1sc2c([N+](=O)[O-])c(O)c(O)cc2c1Cl)N1CCOCC1. As a reaction SMILES: [CH3:26][CH2:27][O:28][C:29](=[O:30])[CH3:31].[Cl:1][c:2]1[c:3]2[c:4]([s:5][c:6]1[C:7](=[O:8])[N:9]1[CH2:10][CH2:11][O:12][CH2:13][CH2:14]1)[cH:15][c:16]([OH:20])[c:17]([OH:19])[cH:18]2.[Cl:32][CH2:33][Cl:34].[OH2:25].[OH:21][N+:22]([O-:23])=[O:24]>>[Cl:1][c:2]1[c:3]2[c:4]([s:5][c:6]1[C:7](=[O:8])[N:9]1[CH2:10][CH2:11][O:12][CH2:13][CH2:14]1)[c:15]([N+:22](=[O:21])[O-:23])[c:16]([OH:20])[c:17]([OH:19])[cH:18]2. Reactants: COc1ccc2c(c1)CC(N1C(=O)c3ccccc3C1=O)C2, ClCCl. Yields the product O=C1c2ccccc2C(=O)N1C1Cc2ccc(O)cc2C1. RXN SMILES: [CH3:1][O:2][c:3]1[cH:4][c:5]2[c:9]([cH:10][cH:11]1)[CH2:8][CH:7]([N:12]1[C:13](=[O:22])[c:14]3[cH:15][cH:16][cH:17][cH:18][c:19]3[C:20]1=[O:21])[CH2:6]2.[Cl:23][CH2:24][Cl:25]>>[OH:2][c:3]1[cH:4][c:5]2[c:9]([cH:10][cH:11]1)[CH2:8][CH:7]([N:12]1[C:13](=[O:22])[c:14]3[cH:15][cH:16][cH:17][cH:18][c:19]3[C:20]1=[O:21])[CH2:6]2. The reactants are CC(C)OC(=O)N=NC(=O)OC(C)C, C1CCOC1, CC(C)(C)OC(=O)c1ccc(O)cc1, COC(=O)C1CCC(O)CC1, c1ccc(P(c2ccccc2)c2ccccc2)cc1. Yields the product COC(=O)C1CCC(Oc2ccc(C(=O)OC(C)(C)C)cc2)CC1. Reaction SMILES: [O:45]=[C:46]([O:47][CH:48]([CH3:49])[CH3:50])[N:51]=[N:52][C:53]([O:54][CH:55]([CH3:56])[CH3:57])=[O:58].[O:59]1[CH2:60][CH2:61][CH2:62][CH2:63]1.[OH:12][c:13]1[cH:14][cH:15][c:16]([C:17](=[O:18])[O:19][C:20]([CH3:21])([CH3:22])[CH3:23])[cH:24][cH:25]1.[OH:1][CH:2]1[CH2:3][CH2:4][CH:5]([C:8](=[O:9])[O:10][CH3:11])[CH2:6][CH2:7]1.[c:26]1([P:27]([c:28]2[cH:29][cH:30][cH:31][cH:32][cH:33]2)[c:34]2[cH:35][cH:36][cH:37][cH:38][cH:39]2)[cH:40][cH:41][cH:42][cH:43][cH:44]1>>[O:1]([CH:2]1[CH2:3][CH2:4][CH:5]([C:8](=[O:9])[O:10][CH3:11])[CH2:6][CH2:7]1)[c:13]1[cH:14][cH:15][c:16]([C:17](=[O:18])[O:19][C:20]([CH3:21])([CH3:22])[CH3:23])[cH:24][cH:25]1.